From a dataset of the Open Reaction Database (ORD), a public repository of structured organic reaction records. describe an organic reaction: reactants, conditions, products, and yield The reactants are BrC1=CC=C(C=C1)CC#N ((4-bromo-phenyl)-acetonitrile), BrCCCl (1-bromo-2-chloro-ethane), [OH-].[Na+] (NaOH). Reagents/catalysts: [Cl-].C(C)[N+](CC1=CC=CC=C1)(CC)CC (triethylbenzyl ammonium chloride). Solvent: O (water). Run at temperature 60 celsius, time 12 hour. Product: BrC1=CC=C(C=C1)C1(CC1)C#N (1-(4-Bromo-phenyl)-cyclopropanecarbonitrile). Reaction SMILES: [Br:1][C:2]1[CH:7]=[CH:6][C:5]([CH2:8][C:9]#[N:10])=[CH:4][CH:3]=1.Br[CH2:12][CH2:13]Cl.[OH-].[Na+]>[Cl-].C([N+](CC)(CC)CC1C=CC=CC=1)C.O>[Br:1][C:2]1[CH:7]=[CH:6][C:5]([C:8]2([C:9]#[N:10])[CH2:13][CH2:12]2)=[CH:4][CH:3]=1 |f:2.3,4.5|. Procedure details: A mixture of (4-bromo-phenyl)-acetonitrile (1.0 eq.), 1-bromo-2-chloro-ethane (1.6 eq.), triethylbenzyl ammonium chloride (0.03 eq.) and aqueous NaOH 50% (6 eq.) was stirred for 12 h at 60° C. The resulting mixture was poured in water and extracted with Et2O (2×). The combined organic extracts were washed with HCl 5%, brine, dried over MgSO4, filtered and concentrated. Flash chromatography (Hex:EtOAc; 95:5) afforded the title compound as a foam. The reactants are ClCCl, [Na+], O=C([O-])O, CCC(O)CCCCCC(NC(=O)OC(C)(C)C)c1nc(-c2ccc3ccccc3c2)n[nH]1. The product is CCC(=O)CCCCCC(NC(=O)OC(C)(C)C)c1nc(-c2ccc3ccccc3c2)n[nH]1. RXN SMILES: [Cl:39][CH2:40][Cl:41].[Na+:38].[O-:34][C:35]([OH:36])=[O:37].[OH:1][CH:2]([CH2:3][CH2:4][CH2:5][CH2:6][CH2:7][CH:8]([c:9]1[n:10][c:11](-[c:14]2[cH:15][c:16]3[cH:17][cH:18][cH:19][cH:20][c:21]3[cH:22][cH:23]2)[n:12][nH:13]1)[NH:24][C:25]([O:26][C:27]([CH3:28])([CH3:29])[CH3:30])=[O:31])[CH2:32][CH3:33]>>[O:1]=[C:2]([CH2:3][CH2:4][CH2:5][CH2:6][CH2:7][CH:8]([c:9]1[n:10][c:11](-[c:14]2[cH:15][c:16]3[cH:17][cH:18][cH:19][cH:20][c:21]3[cH:22][cH:23]2)[n:12][nH:13]1)[NH:24][C:25]([O:26][C:27]([CH3:28])([CH3:29])[CH3:30])=[O:31])[CH2:32][CH3:33]. Starting materials: CC(=O)O, CC(=O)O, CC(=O)O, CC(=O)O, OCCCCO, CC(=O)O, CCCC(O)O, C1CCOC1, O. The product is CC(=O)OCCCCO. Reaction SMILES: [C:16]([OH:17])(=[O:18])[CH3:19].[C:1]([CH3:2])(=[O:3])[OH:4].[C:20]([OH:21])(=[O:22])[CH3:23].[C:5]([OH:6])(=[O:7])[CH3:8].[CH2:9]([CH2:10][CH2:11][CH2:12][OH:13])[OH:14].[CH3:35][C:36](=[O:37])[OH:38].[CH:24]([OH:25])([OH:26])[CH2:27][CH2:28][CH3:29].[O:30]1[CH2:31][CH2:32][CH2:33][CH2:34]1.[OH2:15]>>[C:1]([CH3:2])(=[O:3])[O:4][CH2:9][CH2:10][CH2:11][CH2:12][OH:13]. Reaction SMILES: [C:37](=[O:38])([OH:39])[O-:40].[Cl:42][CH2:43][Cl:44].[Na+:41].[OH:1][CH:2]([C:3]([NH:4][CH:5]([CH3:6])[c:7]1[cH:8][cH:9][cH:10][cH:11][cH:12]1)=[O:13])[CH:14]([CH2:15][CH2:16][CH2:17][CH3:18])[NH:19][C:20]([O:21][CH2:22][C:23]1([CH2:27][O:28][c:29]2[n:30][c:31]([Cl:35])[n:32][cH:33][cH:34]2)[CH2:24][CH2:25][CH2:26]1)=[O:36]>>[O:1]=[C:2]([C:3]([NH:4][CH:5]([CH3:6])[c:7]1[cH:8][cH:9][cH:10][cH:11][cH:12]1)=[O:13])[CH:14]([CH2:15][CH2:16][CH2:17][CH3:18])[NH:19][C:20]([O:21][CH2:22][C:23]1([CH2:27][O:28][c:29]2[n:30][c:31]([Cl:35])[n:32][cH:33][cH:34]2)[CH2:24][CH2:25][CH2:26]1)=[O:36]. Reactants: O=C([O-])O, ClCCl, [Na+], CCCCC(NC(=O)OCC1(COc2ccnc(Cl)n2)CCC1)C(O)C(=O)NC(C)c1ccccc1. Yields the product CCCCC(NC(=O)OCC1(COc2ccnc(Cl)n2)CCC1)C(=O)C(=O)NC(C)c1ccccc1. The reactants are BrC=1C=C(C=C2C=CNC12)F (7-bromo-5-fluoro-1H-indole), BrCC1=CC=C(C=C1)C(F)(F)F (1-(bromomethyl)-4-(trifluoromethyl)benzene), [H-].[Na+] (NaH). The solvent is CN(C)C=O (DMF). Conditions: temperature -10 celsius, time 1 hour. Product: BrC=1C=C(C=C2C=CN(C12)CC1=CC=C(C=C1)C(F)(F)F)F (7-bromo-5-fluoro-1-[4-(trifluoromethyl)benzyl]-1H-indole). Reaction SMILES: [Br:1][C:2]1[CH:3]=[C:4]([F:11])[CH:5]=[C:6]2[C:10]=1[NH:9][CH:8]=[CH:7]2.Br[CH2:13][C:14]1[CH:19]=[CH:18][C:17]([C:20]([F:23])([F:22])[F:21])=[CH:16][CH:15]=1.[H-].[Na+]>CN(C=O)C>[Br:1][C:2]1[CH:3]=[C:4]([F:11])[CH:5]=[C:6]2[C:10]=1[N:9]([CH2:13][C:14]1[CH:15]=[CH:16][C:17]([C:20]([F:21])([F:22])[F:23])=[CH:18][CH:19]=1)[CH:8]=[CH:7]2 |f:2.3|. Procedure: 7-bromo-5-fluoro-1H-indole (900 mg, 4.20 mmol) and 1-(bromomethyl)-4-(trifluoromethyl)benzene (1.6 g, 6.7 mmol) were dissolved in DMF (20 ml). The mixture was cooled to −10° C. and NaH (185 mg, 4.6 mmol) was added portion wise over 5 min. The mixture was stirred for 1 hour at this temperature. Quenched with NH4Cl (½ sat.) and 1N HCl. The mixture was diluted with water and the aqueous phase was extracted 3× with ether. The combined organic layers were washed with 3× water, 1× brine and dried over... Reactants: C(C)C=1C(N(CC1C)C(=O)NCC1CCOC2=CC(=C(C=C12)S(N)(=O)=O)OC)=O (4-((3-ethyl-4-methyl-2-oxo-3-pyrroline-1-carboxamido)methyl)6-sulfamoyl-7-methoxychroman), C(C)(C)N=C=S (isopropyl isothiocyanate). Yields the product C(C)C=1C(N(CC1C)C(=O)NCC1CCOC2=CC(=C(C=C12)S(=O)(=O)NC(=S)NC(C)C)OC)=O (4-((3-Ethyl-4-methyl-2-oxo-3-pyrroline-1-carboxamido) methyl)-6-(isopropylaminothiocarbonylaminosulfonyl)-7-methoxychroman). As a reaction SMILES: [CH2:1]([C:3]1[C:4](=[O:29])[N:5]([C:9]([NH:11][CH2:12][CH:13]2[C:22]3[C:17](=[CH:18][C:19]([O:27][CH3:28])=[C:20]([S:23](=[O:26])(=[O:25])[NH2:24])[CH:21]=3)[O:16][CH2:15][CH2:14]2)=[O:10])[CH2:6][C:7]=1[CH3:8])[CH3:2].[CH:30]([N:33]=[C:34]=[S:35])([CH3:32])[CH3:31]>>[CH2:1]([C:3]1[C:4](=[O:29])[N:5]([C:9]([NH:11][CH2:12][CH:13]2[C:22]3[C:17](=[CH:18][C:19]([O:27][CH3:28])=[C:20]([S:23]([NH:24][C:34]([NH:33][CH:30]([CH3:32])[CH3:31])=[S:35])(=[O:25])=[O:26])[CH:21]=3)[O:16][CH2:15][CH2:14]2)=[O:10])[CH2:6][C:7]=1[CH3:8])[CH3:2]. Reported procedure: 4-((3-Ethyl-4-methyl-2-oxo-3-pyrroline-1-carboxamido) methyl)-6-(isopropylaminothiocarbonylaminosulfonyl)-7-methoxychroman ##STR50## 4-((3-Ethyl-4-methyl-2-oxo-3-pyrroline-1-carboxamido) methyl)-6-(isopropylaminothiocarbonylaminosulfonyl)-7-methoxychroman is synthesized following Example 14 starting from 4-((3-ethyl-4-methyl-2-oxo-3-pyrroline-1-carboxamido)methyl)6-sulfamoyl-7-methoxychroman and isopropyl isothiocyanate. Melting point: 153° C. The reactants are [H][H] (Hydrogen), [H][H] (hydrogen), N (Ammonia), N (ammonia), C(C)(C)N(C(\C=C(\C)/N)=O)C1=CC=C(C=C1)NC1=CC=CC=C1 ((Z)-3-Aminobut-2-enoic acid N-isopropyl-N-[4-(phenylamino)phenyl]amide). Reagents/catalysts: [Ni] (Raney nickel), [Ni] (Ni). The solvent is CO (methanol). Run at temperature 110 celsius, time 4.5 hour. Product: NC(CC(=O)N(C1=CC=C(C=C1)NC1=CC=CC=C1)C(C)C)C (3-amino-N-isopropyl-N-[4-(phenylamino)phenyl]butyramide). Yield: 79.4%. RXN SMILES: [CH:1]([N:4]([C:11]1[CH:16]=[CH:15][C:14]([NH:17][C:18]2[CH:23]=[CH:22][CH:21]=[CH:20][CH:19]=2)=[CH:13][CH:12]=1)[C:5](=[O:10])/[CH:6]=[C:7](\[NH2:9])/[CH3:8])([CH3:3])[CH3:2].N.[H][H]>[Ni].CO>[NH2:9][CH:7]([CH3:8])[CH2:6][C:5]([N:4]([CH:1]([CH3:3])[CH3:2])[C:11]1[CH:16]=[CH:15][C:14]([NH:17][C:18]2[CH:23]=[CH:22][CH:21]=[CH:20][CH:19]=2)=[CH:13][CH:12]=1)=[O:10]. Reported procedure: (Z)-3-Aminobut-2-enoic acid N-isopropyl-N-[4-(phenylamino)phenyl]amide (13.9 g, 0.0449 mol) and Raney nickel (K0840 Ni B113W) (2.0 g) in methanol (140 g) were introduced into an autoclave. Ammonia (5.5 g, 0.3230 mol) was introduced in the course of 5 minutes. The temperature of the reaction mixture was 25° C. The pressure rose to 5 bar. After the introduction of ammonia, the reaction mixture was warmed to 80° C. (no further pressure rise). Hydrogen was injected at 80° C. until the pressure was 1... As a reaction SMILES: [CH3:27][Zn:28][CH3:29].[CH3:30][c:31]1[cH:32][cH:33][cH:34][cH:35][cH:36]1.[CH3:37][CH2:38][O:39][C:40](=[O:41])[CH3:42].[F:1][c:2]1[c:3](-[c:17]2[cH:18][cH:19][cH:20][c:21]([C:23](=[O:24])[O:25][CH3:26])[n:22]2)[c:4]([F:16])[cH:5][cH:6][c:7]1[O:8][S:9]([C:10]([F:11])([F:12])[F:13])(=[O:14])=[O:15]>>[F:1][c:2]1[c:3](-[c:17]2[cH:18][cH:19][cH:20][c:21]([C:23](=[O:24])[O:25][CH3:26])[n:22]2)[c:4]([F:16])[cH:5][cH:6][c:7]1[CH3:27]. Reactants: C[Zn]C, Cc1ccccc1, CCOC(C)=O, COC(=O)c1cccc(-c2c(F)ccc(OS(=O)(=O)C(F)(F)F)c2F)n1. Yields the product COC(=O)c1cccc(-c2c(F)ccc(C)c2F)n1. Reactants: resultant mixture, Cl (hydrochloric acid), CN1C(N(C(C=C1C(F)(F)F)=O)C=1C=CC2=C(C(=NS2)CC#N)C1)=O (5-[3,6-dihydro-3-methyl-2,6-dioxo-4-(trifluoromethyl)-1(2H)-pyrimidinyl]-1,2-benzisothiazole-3-acetonitrile), ICC (iodoethane), C([O-])([O-])=O.[K+].[K+] (potassium carbonate). Solvent: CS(=O)C (dimethyl sulfoxide). Product: CN1C(N(C(C=C1C(F)(F)F)=O)C=1C=CC2=C(C(=NS2)C(C#N)CC)C1)=O (5-[3,6-Dihydro-3-methyl-2,6-dioxo-4-(trifluoromethyl)-1(2H)-pyrimidinyl]-α-ethyl-1,2-benzisothiazole-3-acetonitrile). The yield is 28.0%. RXN SMILES: [CH3:1][N:2]1[C:7]([C:8]([F:11])([F:10])[F:9])=[CH:6][C:5](=[O:12])[N:4]([C:13]2[CH:14]=[CH:15][C:16]3[S:20][N:19]=[C:18]([CH2:21][C:22]#[N:23])[C:17]=3[CH:24]=2)[C:3]1=[O:25].I[CH2:27][CH3:28].C(=O)([O-])[O-].[K+].[K+].Cl>CS(C)=O>[CH3:1][N:2]1[C:7]([C:8]([F:10])([F:11])[F:9])=[CH:6][C:5](=[O:12])[N:4]([C:13]2[CH:14]=[CH:15][C:16]3[S:20][N:19]=[C:18]([CH:21]([CH2:27][CH3:28])[C:22]#[N:23])[C:17]=3[CH:24]=2)[C:3]1=[O:25] |f:2.3.4|. Reported procedure: To a solution of 5-[3,6-dihydro-3-methyl-2,6-dioxo-4-(trifluoromethyl)-1(2H)-pyrimidinyl]-1,2-benzisothiazole-3-acetonitrile (0.730 g, 0.00199 mol) in dimethyl sulfoxide is added iodoethane (0.170 ml, 0.00210 mol) followed by potassium carbonate (0.750 g, 0.00543 mol). The resultant mixture is stirred overnight at room temperature and poured onto a mixture of ice and 5% aqueous hydrochloric acid. The resultant solid is filtered, dried and taken up in a minimal amount of methylene chloride. Flash... Starting materials: CCOC(C)=O, CC(C)(C)[O-], CN1CCCC1=O, Cc1cc(S(=O)(=O)Nc2ccc(Cl)nn2)c(Cl)cc1Cl, Cc1cc(S(=O)(=O)Cl)c(Cl)cc1Cl, [K+], O=S(=O)(c1ccc(S)cc1)N1CCCCC1, Nc1ccc(Cl)nn1, O=C(C=Cc1ccccc1)C=Cc1ccccc1, O=C(C=Cc1ccccc1)C=Cc1ccccc1, O=C(C=Cc1ccccc1)C=Cc1ccccc1, [Pd], [Pd]. Product: Cc1cc(S(=O)(=O)Nc2ccc(Sc3ccc(S(=O)(=O)N4CCCCC4)cc3)nn2)c(Cl)cc1Cl. RXN SMILES: [CH3:127][CH2:128][O:129][C:130](=[O:131])[CH3:132].[CH3:58][C:59]([CH3:60])([O-:61])[CH3:62].[CH3:64][N:65]1[CH2:66][CH2:67][CH2:68][C:69]1=[O:70].[Cl:1][c:2]1[c:3]([S:10](=[O:11])(=[O:12])[NH:13][c:14]2[n:15][n:16][c:17]([Cl:20])[cH:18][cH:19]2)[cH:4][c:5]([CH3:9])[c:6]([Cl:8])[cH:7]1.[Cl:29][c:30]1[cH:31][c:32]([Cl:33])[c:34]([CH3:35])[cH:36][c:37]1[S:38]([Cl:39])(=[O:40])=[O:41].[K+:63].[N:42]1([S:48](=[O:49])(=[O:50])[c:51]2[cH:52][cH:53][c:54]([SH:57])[cH:55][cH:56]2)[CH2:43][CH2:44][CH2:45][CH2:46][CH2:47]1.[NH2:21][c:22]1[n:23][n:24][c:25]([Cl:26])[cH:27][cH:28]1.[O:109]=[C:110]([CH:111]=[CH:112][c:113]1[cH:114][cH:115][cH:116][cH:117][cH:118]1)[CH:119]=[CH:120][c:121]1[cH:122][cH:123][cH:124][cH:125][cH:126]1.[O:73]=[C:74]([CH:75]=[CH:76][c:77]1[cH:78][cH:79][cH:80][cH:81][cH:82]1)[CH:83]=[CH:84][c:85]1[cH:86][cH:87][cH:88][cH:89][cH:90]1.[O:91]=[C:92]([CH:93]=[CH:94][c:95]1[cH:96][cH:97][cH:98][cH:99][cH:100]1)[CH:101]=[CH:102][c:103]1[cH:104][cH:105][cH:106][cH:107][cH:108]1.[Pd:71].[Pd:72]>>[Cl:1][c:2]1[c:3]([S:10](=[O:11])(=[O:12])[NH:13][c:14]2[n:15][n:16][c:17]([S:57][c:54]3[cH:53][cH:52][c:51]([S:48]([N:42]4[CH2:43][CH2:44][CH2:45][CH2:46][CH2:47]4)(=[O:49])=[O:50])[cH:56][cH:55]3)[cH:18][cH:19]2)[cH:4][c:5]([CH3:9])[c:6]([Cl:8])[cH:7]1.